This data is from the Open Reaction Database (ORD), a public repository of structured organic reaction records. The task is: describe an organic reaction: reactants, conditions, products, and yield The reactants are S1CCC(=CC1)C1=C(C=C(C=C1)N1C(O[C@H](C1)CN=[N+]=[N-])=O)F ((5R)-3-[4-(3,6-dihydro-2H-thiopyran-4-yl)-3-fluorophenyl]-5-azidomethyloxazolidin-2-one), C12C=CC(C=C1)C2 (Bicyclo[2.2.1]hepta-2,5-diene). The solvent is O1CCOCC1 (dioxane). Yield: 73.5%. The product is S1CCC(=CC1)C1=C(C=C(C=C1)N1C(O[C@H](C1)CN1N=NC=C1)=O)F ((5R)-3-[4-(3,6-dihydro-2H-thiopyran-4-yl)-3-fluorophenyl]-5-(1,2,3-triazol-1-ylmethyl)oxazolidin-2-one). As a reaction SMILES: [S:1]1[CH2:6][CH:5]=[C:4]([C:7]2[CH:12]=[CH:11][C:10]([N:13]3[CH2:17][C@H:16]([CH2:18][N:19]=[N+:20]=[N-:21])[O:15][C:14]3=[O:22])=[CH:9][C:8]=2[F:23])[CH2:3][CH2:2]1.[CH:24]12CC(C=C1)C=[CH:25]2>O1CCOCC1>[S:1]1[CH2:2][CH:3]=[C:4]([C:7]2[CH:12]=[CH:11][C:10]([N:13]3[CH2:17][C@H:16]([CH2:18][N:19]4[CH:25]=[CH:24][N:21]=[N:20]4)[O:15][C:14]3=[O:22])=[CH:9][C:8]=2[F:23])[CH2:5][CH2:6]1. Procedure: (5R)-3-[4-(3,6-dihydro-2H-thiopyran-4-yl)-3-fluorophenyl]-5-azidomethyloxazolidin-2-one (2 g, 5.7 mmol) was dissolved in dioxane (10 ml). Bicyclo[2.2.1]hepta-2,5-diene (3.1 ml, 28.7 mmol) was added and it was refluxed under nitrogen for 18 hours. The solvent was evaporated in vacuo and the residue subjected to chromatography on silica gel eluting with 25% ethylacetate in dichloromethane to give the title compound (1.51 g).